This data is from the Open Reaction Database (ORD), a public repository of structured organic reaction records. The task is: describe an organic reaction: reactants, conditions, products, and yield Starting materials: N1CCCCC1 (Piperidine), COC1=CC2=C(N(C([C@H]3N(C2=O)C=C(C3)/C=C/CNC(OCC3C2=CC=CC=C2C=2C=CC=CC32)=O)=O)COCC[Si](C)(C)C)C=C1OCCCOC=1C(=CC3=C(N(C([C@H]2N(C3=O)C=C(C2)C)=O)COCC[Si](C)(C)C)C1)OC ((9H-fluoren-9-yl)methyl(E)-3-((S)-7-methoxy-8-(3-((S)-7-methoxy-2-methyl-5,11-dioxo-10-((2-(trimethylsilyl)ethoxy)methyl)-5,10,11,11a-tetrahydro-1H-benzo[e]pyrrolo[1,2-a][1,4]diazepin-8-yloxy)propoxy)-5,11-dioxo-10-((2-(trimethylsilyl)ethoxy)methyl)-5,10,11,11a-tetrahydro-1H-benzo[e]pyrrolo[1,2-a][1,4]diazepin-2-yl)allylcarbamate). The solvent is CN(C)C=O (DMF). Conditions: time 30 minute. Product: NC/C=C/C=1C[C@@H]2N(C(C3=C(N(C2=O)COCC[Si](C)(C)C)C=C(C(=C3)OC)OCCCOC=3C(=CC2=C(N(C([C@H]4N(C2=O)C=C(C4)C)=O)COCC[Si](C)(C)C)C3)OC)=O)C1 ((S)-2-((E)-3-aminoprop-1-enyl)-7-methoxy-8-(3-((S)-7-methoxy-2-methyl-5,11-dioxo-10-((2-(trimethylsilyl)ethoxy)methyl)-5,10,11,11a-tetrahydro-1H-benzo[e]pyrrolo[1,2-a][1,4]diazepin-8-yloxy)propoxy)-10-((2-(trimethylsilyl)ethoxy)methyl)-1H-benzo[e]pyrrolo[1,2-a][1,4]diazepine-5,11(10H,11aH)-dione). Yield: 100.0%. RXN SMILES: N1CCCCC1.[CH3:7][O:8][C:9]1[C:53]([O:54][CH2:55][CH2:56][CH2:57][O:58][C:59]2[C:60]([O:84][CH3:85])=[CH:61][C:62]3[C:68](=[O:69])[N:67]4[CH:70]=[C:71]([CH3:73])[CH2:72][C@H:66]4[C:65](=[O:74])[N:64]([CH2:75][O:76][CH2:77][CH2:78][Si:79]([CH3:82])([CH3:81])[CH3:80])[C:63]=3[CH:83]=2)=[CH:52][C:12]2[N:13]([CH2:44][O:45][CH2:46][CH2:47][Si:48]([CH3:51])([CH3:50])[CH3:49])[C:14](=[O:43])[C@@H:15]3[CH2:21][C:20](/[CH:22]=[CH:23]/[CH2:24][NH:25]C(=O)OCC4C5C=CC=CC=5C5C4=CC=CC=5)=[CH:19][N:16]3[C:17](=[O:18])[C:11]=2[CH:10]=1>CN(C=O)C>[NH2:25][CH2:24]/[CH:23]=[CH:22]/[C:20]1[CH2:21][C@H:15]2[C:14](=[O:43])[N:13]([CH2:44][O:45][CH2:46][CH2:47][Si:48]([CH3:50])([CH3:49])[CH3:51])[C:12]3[CH:52]=[C:53]([O:54][CH2:55][CH2:56][CH2:57][O:58][C:59]4[C:60]([O:84][CH3:85])=[CH:61][C:62]5[C:68](=[O:69])[N:67]6[CH:70]=[C:71]([CH3:73])[CH2:72][C@H:66]6[C:65](=[O:74])[N:64]([CH2:75][O:76][CH2:77][CH2:78][Si:79]([CH3:80])([CH3:82])[CH3:81])[C:63]=5[CH:83]=4)[C:9]([O:8][CH3:7])=[CH:10][C:11]=3[C:17](=[O:18])[N:16]2[CH:19]=1. Reported procedure: Piperidine (0.133 mL, 1.35 mmol, 12 eq.) was added to a stirred solution of Fmoc amine 14a (0.125 g, 0.112 mmol, 1.0 eq.) in DMF (1.8 ml). After stirring at room temperature for 30 minutes, LCMS analysis indicated consumption of starting material and the reaction mixture was diluted with DCM (200 mL) and washed with water (3×200 mL). The organic layer was dried over MgSO4, filtered and concentrated to dryness to afford the crude product which did not undergo further purification (0.100 g, assume...